Dataset: the Open Reaction Database (ORD), a public repository of structured organic reaction records. Task: describe an organic reaction: reactants, conditions, products, and yield Reaction SMILES: [Br:1][c:2]1[c:3]2[cH:4][cH:5][cH:6][cH:7][c:8]2[cH:9][c:10]2[cH:11][cH:12][cH:13][cH:14][c:15]12.[C:47](=[O:48])([O-:49])[O-:50].[CH3:63][O:64][CH2:65][CH2:66][O:67][CH3:68].[K+:51].[K+:52].[O-:54][C:55]([CH3:56])=[O:57].[O-:58][C:59]([CH3:60])=[O:61].[OH2:62].[OH:16][B:17]([OH:18])[c:19]1[cH:20][cH:21][cH:22][cH:23][cH:24]1.[Pd+2:53].[c:25]1([CH3:26])[cH:27][cH:28][cH:29][cH:30][c:31]1[P:32]([c:33]1[cH:34][cH:35][cH:36][cH:37][c:38]1[CH3:39])[c:40]1[cH:41][cH:42][cH:43][cH:44][c:45]1[CH3:46]>>[c:2]1(-[c:19]2[cH:20][cH:21][cH:22][cH:23][cH:24]2)[c:3]2[cH:4][cH:5][cH:6][cH:7][c:8]2[cH:9][c:10]2[cH:11][cH:12][cH:13][cH:14][c:15]12. Product: c1ccc(-c2c3ccccc3cc3ccccc23)cc1. Starting materials: Brc1c2ccccc2cc2ccccc12, O=C([O-])[O-], COCCOC, [K+], [K+], CC(=O)[O-], CC(=O)[O-], O, OB(O)c1ccccc1, [Pd+2], Cc1ccccc1P(c1ccccc1C)c1ccccc1C.